Dataset: the Open Reaction Database (ORD), a public repository of structured organic reaction records. Task: describe an organic reaction: reactants, conditions, products, and yield Reactants: [H-].C(C(C)C)[Al+]CC(C)C (diisobutylaluminium hydride), hexanes, N1(C(COCC1)C(=O)OC)C(=O)OCC1C2=CC=CC=C2C=2C=CC=CC12 (4-(9H-fluoren-9-ylmethyl) 3-methyl 3,4-morpholinedicarboxylate). Solvent: ClCCl (dichloromethane), C1(=CC=CC=C1)C (toluene). Run at temperature -78 celsius, time 1.5 hour. Product: C(=O)C1N(CCOC1)C(=O)OCC1C2=CC=CC=C2C=2C=CC=CC12 (9H-fluoren-9-ylmethyl 3-formyl-4-morpholinecarboxylate). As a reaction SMILES: [N:1]1([C:11]([O:13][CH2:14][CH:15]2[C:27]3[CH:26]=[CH:25][CH:24]=[CH:23][C:22]=3[C:21]3[C:16]2=[CH:17][CH:18]=[CH:19][CH:20]=3)=[O:12])[CH2:6][CH2:5][O:4][CH2:3][CH:2]1[C:7](OC)=[O:8].[H-].C([Al+]CC(C)C)C(C)C>C1(C)C=CC=CC=1.ClCCl>[CH:7]([CH:2]1[CH2:3][O:4][CH2:5][CH2:6][N:1]1[C:11]([O:13][CH2:14][CH:15]1[C:16]2[CH:17]=[CH:18][CH:19]=[CH:20][C:21]=2[C:22]2[C:27]1=[CH:26][CH:25]=[CH:24][CH:23]=2)=[O:12])=[O:8] |f:1.2|. Reported procedure: To a stirred solution of 4-(9H-fluoren-9-ylmethyl) 3-methyl 3,4-morpholinedicarboxylate (0.6 g, 1.633 mmol) in anhydrous toluene (80 mL) cooled to −78° C. in a dry-ice acetone bath under nitrogen was added dropwise 1.0 M diisobutylaluminium hydride in hexanes (6.53 mL, 6.53 mmol) over 4 minutes. The solution was stirred at −78° C. for 1.5 hours. The reaction was quenched at −78° C. with methanol (1.5 mL) and then aqueous HCl (1 M, 50 mL). The mixture was allowed to warm to ambient temperature an... Reactants: Cl (hydrochloride), C(C)(C)N(C(C)C)CC (N,N-diisopropylethylamine), C(C)(C)(C)C1=CC(=NO1)NC(=O)[C@H]1NCCCC1 ((S)-Piperidine-2-carboxylic acid (5-tert-butyl-isoxazol-3-yl) amide), ClCC(=O)Cl (alpha-chloroacetyl chloride). Solvent: C1CCOC1 (THF). Conditions: time 18 hour. Product: C(C)(C)(C)C1=CC(=NO1)NC(=O)[C@H]1N(CCCC1)C(CCl)=O ((S)-1-(2-Chloro-acetyl)-piperidine-2-carboxylic acid (5-tert-butyl-isoxazol-3-yl)-amide). RXN SMILES: [C:1]([C:5]1[O:9][N:8]=[C:7]([NH:10][C:11]([C@@H:13]2[CH2:18][CH2:17][CH2:16][CH2:15][NH:14]2)=[O:12])[CH:6]=1)([CH3:4])([CH3:3])[CH3:2].Cl.C(N(CC)C(C)C)(C)C.[Cl:29][CH2:30][C:31](Cl)=[O:32]>C1COCC1>[C:1]([C:5]1[O:9][N:8]=[C:7]([NH:10][C:11]([C@@H:13]2[CH2:18][CH2:17][CH2:16][CH2:15][N:14]2[C:31](=[O:32])[CH2:30][Cl:29])=[O:12])[CH:6]=1)([CH3:4])([CH3:2])[CH3:3]. Procedure: To a solution of (S)-Piperidine-2-carboxylic acid (5-tert-butyl-isoxazol-3-yl) amide; hydrochloride (611 mg; 2.123 mmol) in THF (15 mL) is added N,N-diisopropylethylamine (0.74 mL; 4.246 mmol), followed by alpha-chloroacetyl chloride (0.17 mL; 2.134 mmol). The reaction mixture is stirred at room temperature for 18 hours. The reactants are Fc1ccc(Br)cn1, O=C([O-])[O-], C1CNC1, CS(C)=O, Cl, [Cs+], [Cs+]. Yields the product Brc1ccc(N2CCC2)nc1. Reaction SMILES: [Br:6][c:7]1[cH:8][cH:9][c:10]([F:13])[n:11][cH:12]1.[C:14](=[O:15])([O-:16])[O-:17].[CH2:1]1[CH2:2][NH:3][CH2:4]1.[CH3:20][S:21]([CH3:22])=[O:23].[ClH:5].[Cs+:18].[Cs+:19]>>[CH2:1]1[CH2:2][N:3]([c:10]2[cH:9][cH:8][c:7]([Br:6])[cH:12][n:11]2)[CH2:4]1. Reactants: O=c1c2cn[nH]c2nc(-c2ccccc2F)n1-c1ccc(Br)cc1, O=C(Cl)N1CCOCC1, c1ccncc1. The product is O=C(N1CCOCC1)n1ncc2c(=O)n(-c3ccc(Br)cc3)c(-c3ccccc3F)nc21. RXN SMILES: [Br:1][c:2]1[cH:3][cH:4][c:5](-[n:8]2[c:9](-[c:18]3[c:19]([F:24])[cH:20][cH:21][cH:22][cH:23]3)[n:10][c:11]3[c:12]([c:13]2=[O:14])[cH:15][n:16][nH:17]3)[cH:6][cH:7]1.[O:25]1[CH2:26][CH2:27][N:28]([C:31](=[O:32])[Cl:33])[CH2:29][CH2:30]1.[cH:34]1[cH:35][cH:36][n:37][cH:38][cH:39]1>>[Br:1][c:2]1[cH:3][cH:4][c:5](-[n:8]2[c:9](-[c:18]3[c:19]([F:24])[cH:20][cH:21][cH:22][cH:23]3)[n:10][c:11]3[c:12]([c:13]2=[O:14])[cH:15][n:16][n:17]3[C:31]([N:28]2[CH2:27][CH2:26][O:25][CH2:30][CH2:29]2)=[O:32])[cH:6][cH:7]1. Starting materials: C(C1=CC=CC=C1)(=O)N1[C@@H](CSC12CCC(CC2)C(=O)NC2=CC=C(C=C2)C(C)C)C(=O)OC(C)(C)C (tert-butyl (3R)-4-benzoyl-8-[(4-isopropylanilino)-carbonyl]-1-thia-4-azaspiro[4.5]-decane-3-carboxylate), FC(C(=O)O)(F)F (trifluoroacetic acid). The solvent is C(Cl)Cl (methylene chloride). Conditions: time 6 hour. Product: C(C1=CC=CC=C1)(=O)N1[C@@H](CSC12CCC(CC2)C(=O)NC2=CC=C(C=C2)C(C)C)C(=O)O ((3R)-4-benzoyl-8-[(4-isopropylanilino)carbonyl]-1-thia-4-azaspiro[4.5]decane-3-carboxylic acid). The yield is 38.4%. Reaction SMILES: [C:1]([N:9]1[C:13]2([CH2:18][CH2:17][CH:16]([C:19]([NH:21][C:22]3[CH:27]=[CH:26][C:25]([CH:28]([CH3:30])[CH3:29])=[CH:24][CH:23]=3)=[O:20])[CH2:15][CH2:14]2)[S:12][CH2:11][C@H:10]1[C:31]([O:33]C(C)(C)C)=[O:32])(=[O:8])[C:2]1[CH:7]=[CH:6][CH:5]=[CH:4][CH:3]=1.FC(F)(F)C(O)=O>C(Cl)Cl>[C:1]([N:9]1[C:13]2([CH2:14][CH2:15][CH:16]([C:19]([NH:21][C:22]3[CH:23]=[CH:24][C:25]([CH:28]([CH3:30])[CH3:29])=[CH:26][CH:27]=3)=[O:20])[CH2:17][CH2:18]2)[S:12][CH2:11][C@H:10]1[C:31]([OH:33])=[O:32])(=[O:8])[C:2]1[CH:3]=[CH:4][CH:5]=[CH:6][CH:7]=1. Procedure: In 7 ml of methylene chloride was dissolved 0.35 g of tert-butyl (3R)-4-benzoyl-8-[(4-isopropylanilino)-carbonyl]-1-thia-4-azaspiro[4.5]-decane-3-carboxylate. After adding 1.8 ml of trifluoroacetic acid at 0-5° C., the resulting mixture was stirred at ambient temperature for 6 hours. After distilling off the solvent under reduced pressure, the residue was several times subjected to an azeotropic distillation treatment together with toluene and then purified by column chromatography [eluent: chlo... Reactants: [Br-], CN(C)C=O, Cl, O=CCC1CCC(O)C1, C[P+](c1ccccc1)(c1ccccc1)c1ccccc1. Product: C=CCC1CCC(O)C1. Reaction SMILES: [Br-:16].[CH3:11][N:12]([CH3:13])[CH:14]=[O:15].[ClH:10].[OH:1][CH:2]1[CH2:3][CH:4]([CH2:7][CH:8]=[O:9])[CH2:5][CH2:6]1.[c:17]1([P+:18]([c:19]2[cH:20][cH:21][cH:22][cH:23][cH:24]2)([c:25]2[cH:26][cH:27][cH:28][cH:29][cH:30]2)[CH3:31])[cH:32][cH:33][cH:34][cH:35][cH:36]1>>[OH:1][CH:2]1[CH2:3][CH:4]([CH2:7][CH:8]=[CH2:11])[CH2:5][CH2:6]1. Starting materials: FC1=C(C=CC(=C1)F)C1=NC(=NC=N1)NC1=CC(=CC=C1)CS(=O)(=O)C (4-(2,4-difluorophenyl)-N-{3-[(methylsulfonyl)methyl]phenyl}-1,3,5-triazin-2-amine), intermediate 42.1, C1(CC1)CCO (2-cyclopropylethanol). Yields the product C1(CC1)CCOC1=C(C=CC(=C1)F)C1=NC(=NC=N1)NC1=CC(=CC=C1)CS(=O)(=O)C (4-[2-(2-Cyclopropylethoxy)-4-fluorophenyl]-N-{3-[(methylsulfonyl)methyl]phenyl}-1,3,5-triazin-2-amine). As a reaction SMILES: F[C:2]1[CH:7]=[C:6]([F:8])[CH:5]=[CH:4][C:3]=1[C:9]1[N:14]=[CH:13][N:12]=[C:11]([NH:15][C:16]2[CH:21]=[CH:20][CH:19]=[C:18]([CH2:22][S:23]([CH3:26])(=[O:25])=[O:24])[CH:17]=2)[N:10]=1.[CH:27]1([CH2:30][CH2:31][OH:32])[CH2:29][CH2:28]1>>[CH:27]1([CH2:30][CH2:31][O:32][C:2]2[CH:7]=[C:6]([F:8])[CH:5]=[CH:4][C:3]=2[C:9]2[N:14]=[CH:13][N:12]=[C:11]([NH:15][C:16]3[CH:21]=[CH:20][CH:19]=[C:18]([CH2:22][S:23]([CH3:26])(=[O:25])=[O:24])[CH:17]=3)[N:10]=2)[CH2:29][CH2:28]1. Procedure: Starting with 4-(2,4-difluorophenyl)-N-{3-[(methylsulfonyl)methyl]phenyl}-1,3,5-triazin-2-amine (75 mg; 0.19 mmol), intermediate 42.1, and 2-cyclopropylethanol (46.2 mg; 0.773 mmol), example 48 was prepared analogously to the procedure for the preparation of example 42. Starting materials: ClC1=CC(=C(C=C1)C(=O)C=1N(C(=C(C1)Cl)Cl)C1=C(NC(=C1Cl)Cl)C(C1=C(C=CC=C1)OC)=O)OC ((4-Chloro-2-methoxyphenyl)(4,4′,5,5′-tetrachloro-2′-(2-methoxybenzoyl)-1′H-[1,3′-bipyrrole]-2-yl)methanone), solution, B(Br)(Br)Br (BBr3). Run in C(Cl)Cl (DCM), C(Cl)Cl (DCM). Conditions: time 0.5 hour. The product is ClC1=CC(=C(C=C1)C(=O)C=1N(C(=C(C1)Cl)Cl)C1=C(NC(=C1Cl)Cl)C(C1=C(C=CC=C1)O)=O)O ((4-Chloro-2-hydroxyphenyl)(4,4′,5,5′-tetrachloro-2′-(2-hydroxybenzoyl)-1′H-1,3′-bipyrrol-2-yl)methanone). Yield: 95.0%. As a reaction SMILES: [Cl:1][C:2]1[CH:7]=[CH:6][C:5]([C:8]([C:10]2[N:11]([C:17]3[C:21]([Cl:22])=[C:20]([Cl:23])[NH:19][C:18]=3[C:24](=[O:33])[C:25]3[CH:30]=[CH:29][CH:28]=[CH:27][C:26]=3[O:31]C)[C:12]([Cl:16])=[C:13]([Cl:15])[CH:14]=2)=[O:9])=[C:4]([O:34]C)[CH:3]=1.B(Br)(Br)Br>C(Cl)Cl>[Cl:1][C:2]1[CH:7]=[CH:6][C:5]([C:8]([C:10]2[N:11]([C:17]3[C:21]([Cl:22])=[C:20]([Cl:23])[NH:19][C:18]=3[C:24](=[O:33])[C:25]3[CH:30]=[CH:29][CH:28]=[CH:27][C:26]=3[OH:31])[C:12]([Cl:16])=[C:13]([Cl:15])[CH:14]=2)=[O:9])=[C:4]([OH:34])[CH:3]=1. Reported procedure: To a solution of Compound 5 (33 mg, 0.058 mmol) in anhydrous DCM (1 mL) was slowly added 1.0 M solution of BBr3 in DCM (23 μL, 0.23 mmol, 4 eq.) via a syringe under N2 at −78° C. After being stirred for 0.5 h, the mixture was quenched by addition of MeOH (0.5 mL) and extracted with DCM (3×10 mL). The combined organic layers were dried over anhydrous MgSO4, filtered and concentrated in vacuum. The residue was purified by column chromatography (silica gel, hexanes: 12% EtOAc) to give Compound 2 (3...